From a dataset of the Open Reaction Database (ORD), a public repository of structured organic reaction records. describe an organic reaction: reactants, conditions, products, and yield Starting materials: CC(C)CNCc1ccc(-c2cccc(S(C)(=O)=O)c2)s1, COC(=O)c1ccccc1S(=O)(=O)Cl, CCN(C(C)C)C(C)C, ClCCl. The product is COC(=O)c1ccccc1S(=O)(=O)N(Cc1ccc(-c2cccc(S(C)(=O)=O)c2)s1)CC(C)C. RXN SMILES: [CH2:1]([CH:2]([CH3:3])[CH3:4])[NH:5][CH2:6][c:7]1[s:8][c:9](-[c:12]2[cH:13][c:14]([S:18](=[O:19])(=[O:20])[CH3:21])[cH:15][cH:16][cH:17]2)[cH:10][cH:11]1.[CH3:22][O:23][C:24]([c:25]1[c:26]([S:31](=[O:32])(=[O:33])[Cl:34])[cH:27][cH:28][cH:29][cH:30]1)=[O:35].[CH:36]([N:37]([CH2:38][CH3:39])[CH:40]([CH3:41])[CH3:42])([CH3:43])[CH3:44].[Cl:45][CH2:46][Cl:47]>>[CH2:1]([CH:2]([CH3:3])[CH3:4])[N:5]([CH2:6][c:7]1[s:8][c:9](-[c:12]2[cH:13][c:14]([S:18](=[O:19])(=[O:20])[CH3:21])[cH:15][cH:16][cH:17]2)[cH:10][cH:11]1)[S:31]([c:26]1[c:25]([C:24]([O:23][CH3:22])=[O:35])[cH:30][cH:29][cH:28][cH:27]1)(=[O:32])=[O:33].